Task: describe an organic reaction: reactants, conditions, products, and yield. Dataset: the Open Reaction Database (ORD), a public repository of structured organic reaction records Yields the product O=C1N(C(=C2C1=C(N(C2=O)C(C2=CC=CC=C2)=O)C2=CC=CC=C2)C2=CC=CC=C2)C(C2=CC=CC=C2)=O (1,4-diketo-2,5-dibenzoyl-3,6-diphenylpyrrolo-[3,4-c]-pyrrole), formula XVIII. RXN SMILES: [O:1]=[C:2]1[C:6]2[C:7]([C:11]3[CH:16]=[CH:15][CH:14]=[CH:13][CH:12]=3)=[N:8][C:9](=[O:10])[C:5]=2[C:4]([C:17]2[CH:22]=[CH:21][CH:20]=[CH:19][CH:18]=2)=[N:3]1.[C:23](Cl)(=[O:30])[C:24]1[CH:29]=[CH:28][CH:27]=[CH:26][CH:25]=1>>[O:10]=[C:9]1[C:5]2=[C:4]([C:17]3[CH:18]=[CH:19][CH:20]=[CH:21][CH:22]=3)[N:3]([C:23](=[O:30])[C:24]3[CH:29]=[CH:28][CH:27]=[CH:26][CH:25]=3)[C:2](=[O:1])[C:6]2=[C:7]([C:11]2[CH:16]=[CH:15][CH:14]=[CH:13][CH:12]=2)[N:8]1[C:23](=[O:30])[C:24]1[CH:29]=[CH:28][CH:27]=[CH:26][CH:25]=1. The reactants are O=C1N=C(C2=C1C(=NC2=O)C2=CC=CC=C2)C2=CC=CC=C2 (1,4-diketo-3,6-diphenylpyrrolo-[3,4-c]-pyrrole), C(C1=CC=CC=C1)(=O)Cl (benzoyl chloride). Procedure: 5.8 Parts of 1,4-diketo-3,6-diphenylpyrrolo-[3,4-c]-pyrrole are stirred with 50 parts of benzoyl chloride at 190° C. for 22 hours. The starting material dissolves in the course of the reaction. On cooling of the reaction mixture, most of the reaction product precipitates. The reaction mixture is introduced into 320 parts of methanol, with stirring, and the mixture is stirred for 2 hours, without heating. The precipitated product is filtered off, washed with methanol and dried. 4.9 parts of ochre... The solvent is C(CCC)O (n-butanol). The reactants are ClC1=C(C=CC=C1)[N+](=O)[O-] (o-chloronitrobenzene), ClC1=C(C=CC=C1)[N+](=O)[O-] (o-chloronitrobenzene), naphthalenediol-1,4, O (water), [OH-].[Na+] (sodium hydroxide), [H][H] (hydrogen). Yields the product ClN(NC1=CC=CC=C1)C1=C(C=CC=C1)Cl (2,2'-dichlorohydrazobenzene). Reagents/catalysts: [Pd] (palladium), [Pd] (palladium on alumina). Reported procedure: 630 g o-chloronitrobenzene, 615 g water and 185 g sodium hydroxide (corresponding to a 23.1 wt. % aqueous solution), 0.9 g naphthalenediol-1,4, 535 g n-butanol and 1.0 g palladium on alumina (5% Pd) (the quantitative ratio of palladium metal to o-chloronitrobenzene used being 0.00008:1) are hydrogenated at a hydrogen pressure of 6 bars and at 55° to 65° C. for 4 hours and worked up as described in Example 1. 396 g pure 2,2'-dichlorohydrazobenzene of a purity of better than 98% is obtained in a y... As a reaction SMILES: [Cl:1][C:2]1[CH:7]=[CH:6][CH:5]=[CH:4][C:3]=1[N+:8]([O-])=O.O.[OH-].[Na+].[H][H]>[Pd].C(O)CCC>[Cl:1][N:8]([C:3]1[CH:4]=[CH:5][CH:6]=[CH:7][C:2]=1[Cl:1])[NH:8][C:3]1[CH:4]=[CH:5][CH:6]=[CH:7][CH:2]=1 |f:2.3|. The yield is 78.2%. The reactants are N(=[N+]=[N-])C(C(=O)OCC)C(C=1C(=NC=CC1)Cl)O[Si](C)(C)C(C)(C)C (ethyl 2-azido-3-t-butyldimethylsilyloxy-3-(2-chloropyridin-3-yl)propionate), C1(=CC=CC=C1)P(C1=CC=CC=C1)C1=CC=CC=C1 (triphenylphosphine), O1CCCC1 (tetrahydrofuran). The solvent is O (water). Run at time 3 hour. Yields the product NC(C(=O)OCC)C(C=1C(=NC=CC1)Cl)O[Si](C)(C)C(C)(C)C (Ethyl 2-amino-3-t-butyldimethylsilyloxy-3-(2-chloropyridin-3-yl)propionate). Isolated yield 113.0%. Reaction SMILES: [N:1]([CH:4]([CH:10]([O:18][Si:19]([C:22]([CH3:25])([CH3:24])[CH3:23])([CH3:21])[CH3:20])[C:11]1[C:12]([Cl:17])=[N:13][CH:14]=[CH:15][CH:16]=1)[C:5]([O:7][CH2:8][CH3:9])=[O:6])=[N+]=[N-].C1(P(C2C=CC=CC=2)C2C=CC=CC=2)C=CC=CC=1.O1CCCC1>O>[NH2:1][CH:4]([CH:10]([O:18][Si:19]([C:22]([CH3:23])([CH3:25])[CH3:24])([CH3:21])[CH3:20])[C:11]1[C:12]([Cl:17])=[N:13][CH:14]=[CH:15][CH:16]=1)[C:5]([O:7][CH2:8][CH3:9])=[O:6]. Procedure details: A mixture of 5.6 g of ethyl 2-azido-3-t-butyldimethylsilyloxy-3-(2-chloropyridin-3-yl)propionate (prepared described in Preparation 77), 7.5 g of triphenylphosphine and 18 ml of a 8:1 by volume mixture of tetrahydrofuran and water was stirred at room temperature for 3 hours. At the end of this time, the reaction mixture was freed from the solvent by distillation. The residue was purified by column chromatography through silica gel, using a 5:1 by volume mixture of hexane and ethyl acetate and su... Starting materials: ( C ), C1(CCC1)N1CCN(CC1)C=1C=C2C(N(C=NC2=CC1)C=1C=C(C(=O)OC)C=CC1C)=O (methyl 3-[6-[4-(cyclobutyl)piperazin-1-yl]-4-oxoquinazolin-3(4H)-yl]-4-methylbenzoate), [OH-].[Na+] (NaOH). The product is C1(CCC1)N1CCN(CC1)C=1C=C2C(N(C=NC2=CC1)C=1C=C(C(=O)O)C=CC1C)=O (3-[6-[4-(cyclobutyl)piperazin-1-yl]-4-oxoquinazolin-3(4H)-yl]-4-methylbenzoic acid). RXN SMILES: [CH:1]1([N:5]2[CH2:10][CH2:9][N:8]([C:11]3[CH:12]=[C:13]4[C:18](=[CH:19][CH:20]=3)[N:17]=[CH:16][N:15]([C:21]3[CH:22]=[C:23]([CH:28]=[CH:29][C:30]=3[CH3:31])[C:24]([O:26]C)=[O:25])[C:14]4=[O:32])[CH2:7][CH2:6]2)[CH2:4][CH2:3][CH2:2]1.[OH-].[Na+]>>[CH:1]1([N:5]2[CH2:6][CH2:7][N:8]([C:11]3[CH:12]=[C:13]4[C:18](=[CH:19][CH:20]=3)[N:17]=[CH:16][N:15]([C:21]3[CH:22]=[C:23]([CH:28]=[CH:29][C:30]=3[CH3:31])[C:24]([OH:26])=[O:25])[C:14]4=[O:32])[CH2:9][CH2:10]2)[CH2:4][CH2:3][CH2:2]1 |f:1.2|. Reported procedure: Using an analogous procedure to that described paragraph (C) in the portion of Example 1 which is concerned with the preparation of starting material methyl 3-[6-[4-(cyclobutyl)piperazin-1-yl]-4-oxoquinazolin-3(4H)-yl]-4-methylbenzoate was hydrolysed with 1N NaOH to give 3-[6-[4-(cyclobutyl)piperazin-1-yl]-4-oxoquinazolin-3(4H)-yl]-4-methylbenzoic acid; NMR Spectrum: (DMSOd6) 1.77 (m, 2H), 2.18 (s, 3H), 2.21 (m, 2H), 2.37 (m, 2H), 3.02 (m, 2H), 3.24 (m, 2H), 3.46 (m, 2H), 3.75 (m, 1H), 4.03 (m, ...